Dataset: the Open Reaction Database (ORD), a public repository of structured organic reaction records. Task: describe an organic reaction: reactants, conditions, products, and yield Reactants: Cc1nc2sccn2c1C(=O)NCC1NCC2CC(C)CC21, Cc1cccc(-c2sc(C)nc2C(=O)O)c1. Product: Cc1cccc(-c2sc(C)nc2C(=O)N2CC3CC(C)CC3C2CNC(=O)c2c(C)nc3sccn23)c1. RXN SMILES: [CH3:1][CH:2]1[CH2:3][CH:4]2[CH2:5][NH:6][CH:7]([CH2:10][NH:11][C:12](=[O:13])[c:14]3[c:15]([CH3:22])[n:16][c:17]4[s:18][cH:19][cH:20][n:21]34)[CH:8]2[CH2:9]1.[CH3:23][c:24]1[s:25][c:26](-[c:32]2[cH:33][c:34]([CH3:38])[cH:35][cH:36][cH:37]2)[c:27]([C:29](=[O:30])[OH:31])[n:28]1>>[CH3:1][CH:2]1[CH2:3][CH:4]2[CH2:5][N:6]([C:29]([c:27]3[c:26](-[c:32]4[cH:33][c:34]([CH3:38])[cH:35][cH:36][cH:37]4)[s:25][c:24]([CH3:23])[n:28]3)=[O:30])[CH:7]([CH2:10][NH:11][C:12](=[O:13])[c:14]3[c:15]([CH3:22])[n:16][c:17]4[s:18][cH:19][cH:20][n:21]34)[CH:8]2[CH2:9]1. Reactants: BrC1=CC=NC=C1 (4-Bromopyridine), C(CCC)[Li] (n-butyllithium), C(C)B(OC)CC (diethylmethoxyborane). Yields the product C(C)B(C1=CC=NC=C1)CC (Diethyl(4-pyridyl)borane). As a reaction SMILES: Br[C:2]1[CH:7]=[CH:6][N:5]=[CH:4][CH:3]=1.C([Li])CCC.[CH2:13]([B:15]([CH2:18][CH3:19])OC)[CH3:14]>>[CH2:13]([B:15]([CH2:18][CH3:19])[C:2]1[CH:7]=[CH:6][N:5]=[CH:4][CH:3]=1)[CH3:14]. Procedure: 4-Bromopyridine was reacted with n-butyllithium and then with diethylmethoxyborane using a procedure similar to that in Preparation 49. This gave the title compound, which was used without characterisation.